Dataset: the Open Reaction Database (ORD), a public repository of structured organic reaction records. Task: describe an organic reaction: reactants, conditions, products, and yield Starting materials: C(CCO)O (1,3-propanediol), ClC=1C2=C(N=CN1)OC(=C2C2=CC=C(C=C2)OC)C2=CC=CC=C2 (4-chloro-5-(4-methoxyphenyl)-6-phenylfuro[2,3-d]pyrimidine), C(CC(O)(C(=O)O)CC(=O)O)(=O)O (citric acid), potassium tert.-butylate. Run in ClCCl (dichloromethane), O (water), C1CCOC1 (THF), C1CCOC1 (THF). Reaction conditions: time 15 minute. Yields the product COC1=CC=C(C=C1)C1=C(OC=2N=CN=C(C21)OCCCO)C2=CC=CC=C2 (3-{[5-(4-Methoxyphenyl)-6-phenylfuro[2,3-d]pyrimidin-4-yl]oxy}propan-1-ol). As a reaction SMILES: [CH2:1]([OH:5])[CH2:2][CH2:3][OH:4].Cl[C:7]1[C:8]2[C:15]([C:16]3[CH:21]=[CH:20][C:19]([O:22][CH3:23])=[CH:18][CH:17]=3)=[C:14]([C:24]3[CH:29]=[CH:28][CH:27]=[CH:26][CH:25]=3)[O:13][C:9]=2[N:10]=[CH:11][N:12]=1.C(O)(=O)CC(CC(O)=O)(C(O)=O)O>C1COCC1.ClCCl.O>[CH3:23][O:22][C:19]1[CH:18]=[CH:17][C:16]([C:15]2[C:8]3[C:7]([O:4][CH2:3][CH2:2][CH2:1][OH:5])=[N:12][CH:11]=[N:10][C:9]=3[O:13][C:14]=2[C:24]2[CH:29]=[CH:28][CH:27]=[CH:26][CH:25]=2)=[CH:21][CH:20]=1. Procedure details: Put 1.13 g (14.85 mmol) 1,3-propanediol in 30 ml THF. Add 833 mg (7.42 mmol) potassium tert.-butylate and stir for 15 min at RT. Then cool to 0° C. and add a solution of 1.0 g (2.97 mmol) 4-chloro-5-(4-methoxyphenyl)-6-phenylfuro[2,3-d]pyrimidine in 15 ml THF dropwise over a time of 30 min. Then leave to return to RT and stir for a further 2 h. Dilute with dichloromethane and water, acidify with 10% citric acid solution and separate the phases. Extract the aqueous phase once with dichloromethane... Reported procedure: In a manner similar to Example 17, 1-oxo-indan-4-carboxylic acid (1.00 g, 5.68 mmol) and 4-chlorophenylhydrazine hydrochloride (1.03 g, 5.75 mmol) were converted to the title compound (0.230 g, 14%) as a pale brown solid: mp>300° C.; 1H NMR (DMSO-d6,): δ 4.00 (s, 2H), 7.10 (d of d, 1H), 7.46 (d, 1H), 7.51 ( d, 1H), 7.66 (d, 1H), 7.78-7.81 (m, 2H), 11.83 (s, 1H), 13.57 (s, 1H); MS [EI, m/z]: 283 [M]+. The product is ClC1=CC=2C3=C(NC2C=C1)C=1C=CC=C(C1C3)C(=O)O (8-Chloro-5,10-dihydro-indeno[1,2-b]indole-1-carboxylic acid). As a reaction SMILES: O=[C:2]1[C:10]2[CH:9]=[CH:8][CH:7]=[C:6]([C:11]([OH:13])=[O:12])[C:5]=2[CH2:4][CH2:3]1.Cl.[Cl:15][C:16]1[CH:21]=[CH:20][C:19]([NH:22]N)=[CH:18][CH:17]=1>>[Cl:15][C:16]1[CH:21]=[CH:20][C:19]2[NH:22][C:2]3[C:10]4[CH:9]=[CH:8][CH:7]=[C:6]([C:11]([OH:13])=[O:12])[C:5]=4[CH2:4][C:3]=3[C:18]=2[CH:17]=1 |f:1.2|. Yield: 14.3%. Starting materials: O=C1CCC=2C(=CC=CC12)C(=O)O (1-oxo-indan-4-carboxylic acid), Cl.ClC1=CC=C(C=C1)NN (4-chlorophenylhydrazine hydrochloride).